This data is from the Open Reaction Database (ORD), a public repository of structured organic reaction records. The task is: describe an organic reaction: reactants, conditions, products, and yield The reactants are ClC=1C=NC=C(C1NC(C1=CC(=C(C=C1)OC)O)=O)Cl (N-(3,5-dichloropyrid-4-yl)-3-hydroxy-4-methoxybenzamide), [H-].[Na+] (sodium hydride), BrCCCCCCCCC (1-bromononane). Solvent: CN(C=O)C (dimethylformamide), O (water). Yields the product ClC=1C=NC=C(C1NC(C1=CC(=C(C=C1)OC)OCCCCCCCCC)=O)Cl (N-(3,5-dichloropyrid-4-yl)-3-nonyloxy-4-methoxybenzamide). As a reaction SMILES: [Cl:1][C:2]1[CH:3]=[N:4][CH:5]=[C:6]([Cl:20])[C:7]=1[NH:8][C:9](=[O:19])[C:10]1[CH:15]=[CH:14][C:13]([O:16][CH3:17])=[C:12]([OH:18])[CH:11]=1.[H-].[Na+].Br[CH2:24][CH2:25][CH2:26][CH2:27][CH2:28][CH2:29][CH2:30][CH2:31][CH3:32]>CN(C)C=O.O>[Cl:20][C:6]1[CH:5]=[N:4][CH:3]=[C:2]([Cl:1])[C:7]=1[NH:8][C:9](=[O:19])[C:10]1[CH:15]=[CH:14][C:13]([O:16][CH3:17])=[C:12]([O:18][CH2:24][CH2:25][CH2:26][CH2:27][CH2:28][CH2:29][CH2:30][CH2:31][CH3:32])[CH:11]=1 |f:1.2|. Reported procedure: A stirred solution of N-(3,5-dichloropyrid-4-yl)-3-hydroxy-4-methoxybenzamide (2.0 g; that is prepared as described in Reference Example 12) in dimethylformamide (20 mL) at room temperature under nitrogen is treated portionwise with a suspension of sodium hydride (60% dispersion in oil; 0.26 g), and then it is stirred for a further hour at room temperature. It is then treated dropwise with 1-bromononane (1.2 mL) and stirred at 60° C. for 5 hours. The solution is then cooled to room temperature, ... Reactants: [Br-].C(=O)(O)CCCC[P+](C1=CC=CC=C1)(C1=CC=CC=C1)C1=CC=CC=C1 (4-carboxybutyl-triphenylphosphonium-bromide), CC1(COC2(OC1)C(C(CC2)\C=C\C(OC2OCCCC2)CCCCC)CC=O)C ([3,3-dimethyl-8-[3-pentyl-3-tetra-hydropyranyloxy-trans-1-propenyl]-1,5-dioxaspiro-[5,4]-dec-7-yl]-acetaldehyde), S(=O)(=O)(O)[O-].[Na+] (sodium hydrogen sulfate), [Cl-].[Na+] (sodium chloride), [H-].[Na+] (sodium hydride). Run in CS(=O)C (dimethylsulfoxide), CS(=O)C (dimethylsulfoxide), C(C)OCC (diethyl ether), CS(=O)C (dimethyl sulfoxide). Run at time 20 minute. Product: CC1(COC2(OC1)C(C(CC2)\C=C\C(OC2OCCCC2)CCCCC)C\C=C/CCCC(=O)O)C (7-[3,3-dimethyl-8-[3-pentyl-3-tetrahydropyranyloxy-trans-1-propenyl]-1,5-dioxaspiro [5,4]-dec-7-yl]-cis-5-heptenoic acid). Reaction SMILES: [H-].[Na+].[Br-].[C:4]([CH2:7][CH2:8][CH2:9][CH2:10][P+](C1C=CC=CC=1)(C1C=CC=CC=1)C1C=CC=CC=1)([OH:6])=[O:5].[CH3:30][C:31]1([CH3:59])[CH2:36][O:35][C:34]2([CH2:40][CH2:39][CH:38](/[CH:41]=[CH:42]/[CH:43]([CH2:51][CH2:52][CH2:53][CH2:54][CH3:55])[O:44][CH:45]3[CH2:50][CH2:49][CH2:48][CH2:47][O:46]3)[CH:37]2[CH2:56][CH:57]=O)[O:33][CH2:32]1.S([O-])(O)(=O)=O.[Na+].[Cl-].[Na+]>CS(C)=O.C(OCC)C>[CH3:59][C:31]1([CH3:30])[CH2:36][O:35][C:34]2([CH2:40][CH2:39][CH:38](/[CH:41]=[CH:42]/[CH:43]([CH2:51][CH2:52][CH2:53][CH2:54][CH3:55])[O:44][CH:45]3[CH2:50][CH2:49][CH2:48][CH2:47][O:46]3)[CH:37]2[CH2:56]/[CH:57]=[CH:10]\[CH2:9][CH2:8][CH2:7][C:4]([OH:6])=[O:5])[O:33][CH2:32]1 |f:0.1,2.3,5.6,7.8|. Procedure: 640 mg of 80 % sodium hydride and 6 ml of dimethyl sulfoxide were heated for 1 hour to 65° C and, after cooling to room temperature, 4.7 g of 4-carboxybutyl-triphenylphosphonium-bromide in 8 ml of dimethylsulfoxide under argon were added and stirred for 20 minutes. To the red solution, 1.7 g of [3,3-dimethyl-8-[3-pentyl-3-tetra-hydropyranyloxy-trans-1-propenyl]-1,5-dioxaspiro-[5,4]-dec-7-yl]-acetaldehyde in 4 ml of dimethylsulfoxide were added dropwise and stirred for 15 hours at room temperatur...